From a dataset of the Open Reaction Database (ORD), a public repository of structured organic reaction records. describe an organic reaction: reactants, conditions, products, and yield The reactants are CN(C)CC1=CC=C(C=C1)C1NC=2C=C(C=C(C2C(C1C1=NC=NN1C)=O)C(=O)OCC)F (ethyl 2-(4-((dimethylamino)methyl)phenyl)-7-fluoro-3-(1-methyl-1H-1,2,4-triazol-5-yl)-4-oxo-1,2,3,4-tetrahydroquinoline-5-carboxylate), O.NN (hydrazine monohydrate). Run in CO (methanol). Conditions: temperature 25 celsius, time 10 hour. Product: CN(C)CC1=CC=C(C=C1)[C@H]1[C@H](C2=NNC(C=3C=C(C=C(C23)N1)F)=O)C1=NC=NN1C ((8R,9R)-8-(4-((dimethylamino)methyl)phenyl)-5-fluoro-9-(1-methyl-1H-1,2,4-triazol-5-yl)-8,9-dihydro-2H-pyrido[4,3,2-de]phthalazin-3(7H)-one), CN(C)CC1=CC=C(C=C1)[C@@H]1[C@@H](C2=NNC(C=3C=C(C=C(C23)N1)F)=O)C1=NC=NN1C ((8S,9S)-8-(4-((dimethylamino)methyl)phenyl)-5-fluoro-9-(1-methyl-1H-1,2,4-triazol-5-yl)-8,9-dihydro-2H-pyrido[4,3,2-de]phthalazin-3(7H)-one). Reaction SMILES: [CH3:1][N:2]([CH2:4][C:5]1[CH:10]=[CH:9][C:8]([CH:11]2[CH:20]([C:21]3[N:25]([CH3:26])[N:24]=[CH:23][N:22]=3)[C:19](=O)[C:18]3[C:17]([C:28]([O:30]CC)=O)=[CH:16][C:15]([F:33])=[CH:14][C:13]=3[NH:12]2)=[CH:7][CH:6]=1)[CH3:3].O.[NH2:35][NH2:36]>CO>[CH3:3][N:2]([CH2:4][C:5]1[CH:10]=[CH:9][C:8]([C@@H:11]2[NH:12][C:13]3[C:18]4[C:19](=[N:35][NH:36][C:28](=[O:30])[C:17]=4[CH:16]=[C:15]([F:33])[CH:14]=3)[C@@H:20]2[C:21]2[N:25]([CH3:26])[N:24]=[CH:23][N:22]=2)=[CH:7][CH:6]=1)[CH3:1].[CH3:3][N:2]([CH2:4][C:5]1[CH:10]=[CH:9][C:8]([C@H:11]2[NH:12][C:13]3[C:18]4[C:19](=[N:35][NH:36][C:28](=[O:30])[C:17]=4[CH:16]=[C:15]([F:33])[CH:14]=3)[C@H:20]2[C:21]2[N:25]([CH3:26])[N:24]=[CH:23][N:22]=2)=[CH:7][CH:6]=1)[CH3:1] |f:1.2|. Procedure details: To a solution of ethyl 2-(4-((dimethylamino)methyl)phenyl)-7-fluoro-3-(1-methyl-1H-1,2,4-triazol-5-yl)-4-oxo-1,2,3,4-tetrahydroquinoline-5-carboxylate (560 mg, 1.24 mmol, a mixture of cis and trans isomers) in methanol (2 mL) was added hydrazine monohydrate (0.5 mL) and the mixture was stirred under 25° C. for 10 hr. The mixture was concentrated in vacuum and the residue was purified by prep-TLC then prep-HPLC to obtain the two pairs of diastereomers as white solids (racemate of (8R,9R)-8-(4-((d... Starting materials: COC(CNC1=NC=CC=C1)OC (2-(2,2-dimethoxyethylamino)pyridine), C(CCC)[Li] (butyl lithium), O1CCCC1 (tetrahydrofurane). Conditions: temperature 0 celsius. Product: COC(CN(C(=O)C1CCCCC1)C1=NC=CC=C1)OC (N-(2,2-dimethoxyethyl)-N-(2-pyridyl)cyclohexanecarboxamide). Yield: 78.0%. RXN SMILES: [CH3:1][O:2][CH:3]([O:12][CH3:13])[CH2:4][NH:5][C:6]1[CH:11]=[CH:10][CH:9]=[CH:8][N:7]=1.[CH2:14]([Li])[CH2:15][CH2:16]C.[O:19]1[CH2:23][CH2:22][CH2:21][CH2:20]1>>[CH3:1][O:2][CH:3]([O:12][CH3:13])[CH2:4][N:5]([C:6]1[CH:11]=[CH:10][CH:9]=[CH:8][N:7]=1)[C:23]([CH:22]1[CH2:16][CH2:15][CH2:14][CH2:20][CH2:21]1)=[O:19]. Reported procedure: To a solution comprising 5.97 g 2-(2,2-dimethoxyethylamino)pyridine (prepared as described by I. Kaye, in J. Am. Chem. Soc., 73, 5467 (195 1)) in 40 mL tetrahydrofurane, stirred under a nitrogen atmosphere at 0° C., was added, in a dropwise manner, 13.1 mL butyl lithium (2.5 M, in hexane). This was followed by removal of the cooling bath, and stirring of the obtained mixture for 1 h, at room temperature. There was then added, in a dropwise manner, 4.46 mL cyclohexanecarbonyl chloride. Then, afte... Isolated yield 54.4%. Solvent: C(C)[O-].[Na+] (sodium ethanolate), C(C)O (ethanol). Procedure details: Into a 1000-mL round-bottom flask was placed a solution of diethyl 2-(2-cyanovinylamino)malonate (30 g, 119.3 mmol, 1.00 equiv, 90%) in ethanol (420 mL) and sodium ethanolate (80 mL, 21%). The resulting solution was stirred for 3 days at room temperature. After the addition of acetic acid (15 ml), the resulting mixture was concentrated under vacuum, dissolved in 200 mL of dichloromethane, washed with 2×100 mL of saturated aqueous sodium bicarbonate and 1×100 mL of brine, dried over anhydrous sod... RXN SMILES: [C:1]([CH:3]=[CH:4][NH:5][CH:6]([C:12]([O:14][CH2:15][CH3:16])=[O:13])C(OCC)=O)#[N:2].C(O)(=O)C>C(O)C.C([O-])C.[Na+]>[NH2:2][C:1]1[CH:3]=[CH:4][NH:5][C:6]=1[C:12]([O:14][CH2:15][CH3:16])=[O:13] |f:3.4|. Starting materials: C(#N)C=CNC(C(=O)OCC)C(=O)OCC (diethyl 2-(2-cyanovinylamino)malonate), C(C)(=O)O (acetic acid). The product is NC1=C(NC=C1)C(=O)OCC (ethyl 3-amino-1H-pyrrole-2-carboxylate). Conditions: time 3 day. The reactants are C=C(C)c1ccc(OC)c(Br)n1, COc1cc(CN(Cc2cc(C#N)cc(C(F)(F)F)c2)c2ncc(OCCCC(=O)OC(C)(C)C)cn2)c(B2OC(C)(C)C(C)(C)O2)cc1OC, O=C([O-])[O-], C1COCCO1, CCOC(C)=O, [Cs+], [Cs+], O. The product is C=C(C)c1ccc(OC)c(-c2cc(OC)c(OC)cc2CN(Cc2cc(C#N)cc(C(F)(F)F)c2)c2ncc(OCCCC(=O)OC(C)(C)C)cn2)n1. Reaction SMILES: [Br:52][c:53]1[n:54][c:55]([C:61](=[CH2:62])[CH3:63])[cH:56][cH:57][c:58]1[O:59][CH3:60].[C:1](#[N:2])[c:3]1[cH:4][c:5]([CH2:6][N:7]([c:8]2[n:9][cH:10][c:11]([O:14][CH2:15][CH2:16][CH2:17][C:18](=[O:19])[O:20][C:21]([CH3:22])([CH3:23])[CH3:24])[cH:12][n:13]2)[CH2:25][c:26]2[c:27]([B:36]3[O:37][C:38]([CH3:39])([CH3:40])[C:41]([CH3:42])([CH3:43])[O:44]3)[cH:28][c:29]([O:34][CH3:35])[c:30]([O:32][CH3:33])[cH:31]2)[cH:45][c:46]([C:48]([F:49])([F:50])[F:51])[cH:47]1.[C:64](=[O:65])([O-:66])[O-:67].[CH2:76]1[O:77][CH2:78][CH2:79][O:80][CH2:81]1.[CH3:70][CH2:71][O:72][C:73](=[O:74])[CH3:75].[Cs+:68].[Cs+:69].[OH2:82]>>[C:1](#[N:2])[c:3]1[cH:4][c:5]([CH2:6][N:7]([c:8]2[n:9][cH:10][c:11]([O:14][CH2:15][CH2:16][CH2:17][C:18](=[O:19])[O:20][C:21]([CH3:22])([CH3:23])[CH3:24])[cH:12][n:13]2)[CH2:25][c:26]2[c:27](-[c:53]3[n:54][c:55]([C:61](=[CH2:62])[CH3:63])[cH:56][cH:57][c:58]3[O:59][CH3:60])[cH:28][c:29]([O:34][CH3:35])[c:30]([O:32][CH3:33])[cH:31]2)[cH:45][c:46]([C:48]([F:49])([F:50])[F:51])[cH:47]1. The reactants are COC1=C(OCCN2[C@@H](CCC2)CO)C=CC(=C1)[N+](=O)[O-] ({(S)-1-[2-(2-methoxy-4-nitrophenoxy)ethyl]pyrrolidin-2-yl}methanol). Run in ClCCl.CO (dichloromethane methanol). Product: NC1=CC(=C(OCCN2[C@@H](CCC2)CO)C=C1)OC ({(S)-1-[2-(4-amino-2-methoxyphenoxy)ethyl]pyrrolidin-2-yl}methanol). As a reaction SMILES: [CH3:1][O:2][C:3]1[CH:18]=[C:17]([N+:19]([O-])=O)[CH:16]=[CH:15][C:4]=1[O:5][CH2:6][CH2:7][N:8]1[CH2:12][CH2:11][CH2:10][C@H:9]1[CH2:13][OH:14]>ClCCl.CO>[NH2:19][C:17]1[CH:16]=[CH:15][C:4]([O:5][CH2:6][CH2:7][N:8]2[CH2:12][CH2:11][CH2:10][C@H:9]2[CH2:13][OH:14])=[C:3]([O:2][CH3:1])[CH:18]=1 |f:1.2|. Procedure: Prepared analogously to Example 3.1.b. from {(S)-1-[2-(2-methoxy-4-nitrophenoxy)ethyl]pyrrolidin-2-yl}methanol. Yield: 0.15 g (83.4% of theory); C14H22N2O3 (M=266.34); calc.: molecular ion peak (M+H)+: 267; found: molecular ion peak (M+H)+: 267; Rf value: 0.15 (silica gel, dichloromethane/methanol 9:1)). Reactants: CC(C)(C)OC(=O)NC(Cc1ccc([N+](=O)[O-])cc1)C(=O)NCC(=O)OCc1ccccc1, CC(=O)NC(Cc1ccc(N)cc1)C(=O)NCC(=O)OCc1ccccc1, CO, CC(=O)CCCCC(=O)O. The product is CC(=O)CCCCC(=O)Nc1ccc(CC(NC(C)=O)C(=O)NCC(=O)OCc2ccccc2)cc1. RXN SMILES: [CH2:1]([O:2][C:3](=[O:4])[CH2:5][NH:6][C:7](=[O:8])[CH:9]([CH2:10][c:11]1[cH:12][cH:13][c:14]([N+:15]([O-:16])=[O:17])[cH:18][cH:19]1)[NH:20][C:21]([O:22][C:23]([CH3:24])([CH3:25])[CH3:26])=[O:27])[c:28]1[cH:29][cH:30][cH:31][cH:32][cH:33]1.[CH2:44]([c:45]1[cH:46][cH:47][cH:48][cH:49][cH:50]1)[O:51][C:52]([CH2:53][NH:54][C:55]([CH:56]([NH:57][C:58]([CH3:59])=[O:60])[CH2:61][c:62]1[cH:63][cH:64][c:65]([NH2:68])[cH:66][cH:67]1)=[O:69])=[O:70].[CH3:71][OH:72].[O:34]=[C:35]([CH2:36][CH2:37][CH2:38][CH2:39][C:40](=[O:41])[OH:42])[CH3:43]>>[O:34]=[C:35]([CH2:36][CH2:37][CH2:38][CH2:39][C:40](=[O:42])[NH:68][c:65]1[cH:64][cH:63][c:62]([CH2:61][CH:56]([C:55]([NH:54][CH2:53][C:52]([O:51][CH2:44][c:45]2[cH:46][cH:47][cH:48][cH:49][cH:50]2)=[O:70])=[O:69])[NH:57][C:58]([CH3:59])=[O:60])[cH:67][cH:66]1)[CH3:43]. Starting materials: C[Si](C#CC=1C=CC2=C(C(CCS2)=O)C1)(C)C (2,3-dihydro-6-(2-trimethylsilylethynyl)-(4H)-1-benzothiopyran-4-one), C(=O)([O-])[O-].[K+].[K+] (K2CO3). Solvent: CO (MeOH), O (H2O). Conditions: time 20 hour. Product: C(#C)C=1C=CC2=C(C(CCS2)=O)C1 (2,3-dihydro-6-ethynyl-(4H)-1-benzothiopyran-4-one). Reaction SMILES: C[Si](C)(C)[C:3]#[C:4][C:5]1[CH:6]=[CH:7][C:8]2[S:13][CH2:12][CH2:11][C:10](=[O:14])[C:9]=2[CH:15]=1.C([O-])([O-])=O.[K+].[K+]>CO.O>[C:4]([C:5]1[CH:6]=[CH:7][C:8]2[S:13][CH2:12][CH2:11][C:10](=[O:14])[C:9]=2[CH:15]=1)#[CH:3] |f:1.2.3|. Procedure details: A solution containing 600.0 mg (2.25 mmol) of 2,3-dihydro-6-(2-trimethylsilylethynyl)-(4H)-1-benzothiopyran-4-one and 100.0 mg (0.72 mmol) K2CO3 in 15 ml MeOH was stirred at room temperature for 20 hours. The solution was diluted with H2O and extracted with Et2O. The combined organic layers were washed with H2O and saturated aqueous NaCl before being dried over MgSO4. Removal of the solvents under reduced preesure afforded the title compound as an orange solid. 1H NMR (CDCl3): δ 8.17 (1H, d, J=1... Reactants: CC(=O)O, CCO, CCC=O, Cl, NNc1cccc([N+](=O)[O-])c1, [Na+], [OH-]. Reaction SMILES: [CH3:15][C:16](=[O:17])[OH:18].[CH3:23][CH2:24][OH:25].[CH:19]([CH2:20][CH3:21])=[O:22].[ClH:3].[N+:4](=[O:5])([O-:6])[c:7]1[cH:8][c:9]([NH:13][NH2:14])[cH:10][cH:11][cH:12]1.[Na+:2].[OH-:1]>>[N+:4](=[O:5])([O-:6])[c:7]1[cH:8][c:9]([NH:13][N:14]=[CH:19][CH2:20][CH3:21])[cH:10][cH:11][cH:12]1. Yields the product CCC=NNc1cccc([N+](=O)[O-])c1.